Dataset: the Open Reaction Database (ORD), a public repository of structured organic reaction records. Task: describe an organic reaction: reactants, conditions, products, and yield Starting materials: CC1=C(NC2=C1C(N(CC2)CCN2CCCCC2)=O)C=O (3-methyl-4-oxo-5-(2-piperidin-1-yl-ethyl)-4,5,6,7-tetrahydro-1H-pyrrolo[3,2-c]pyridine-2-carbaldehyde), ClC=1C=C2CC(NC2=CC1)=O (5-chloro-1,3-dihydro-indol-2-one). Yields the product ClC=1C=C2C(C(NC2=CC1)=O)=CC1=C(C=2C(N(CCC2N1)CCN1CCCCC1)=O)C (2-(5-chloro-2-oxo-1,2-dihydro-indol-3-ylidenemethyl)-3-methyl-5-(2-piperidin-1-yl-ethyl)-1,5,6,7-tetrahydro-pyrrolo[3,2-c]pyridin-4-one). Isolated yield 77.4%. RXN SMILES: [CH3:1][C:2]1[C:6]2[C:7](=[O:19])[N:8]([CH2:11][CH2:12][N:13]3[CH2:18][CH2:17][CH2:16][CH2:15][CH2:14]3)[CH2:9][CH2:10][C:5]=2[NH:4][C:3]=1[CH:20]=O.[Cl:22][C:23]1[CH:24]=[C:25]2[C:29](=[CH:30][CH:31]=1)[NH:28][C:27](=[O:32])[CH2:26]2>>[Cl:22][C:23]1[CH:24]=[C:25]2[C:29](=[CH:30][CH:31]=1)[NH:28][C:27](=[O:32])[C:26]2=[CH:20][C:3]1[NH:4][C:5]2[CH2:10][CH2:9][N:8]([CH2:11][CH2:12][N:13]3[CH2:14][CH2:15][CH2:16][CH2:17][CH2:18]3)[C:7](=[O:19])[C:6]=2[C:2]=1[CH3:1]. Reported procedure: The title compound was prepared under the same conditions as described in Example 25 with 3-methyl-4-oxo-5-(2-piperidin-1-yl-ethyl)-4,5,6,7-tetrahydro-1H-pyrrolo[3,2-c]pyridine-2-carbaldehyde and 5-chloro-1,3-dihydro-indol-2-one as starting materials to give 2-(5-chloro-2-oxo-1,2-dihydro-indol-3-ylidenemethyl)-3-methyl-5-(2-piperidin-1-yl-ethyl)-1,5,6,7-tetrahydro-pyrrolo[3,2-c]pyridin-4-one (58 mg, 77.4%) as a yellow solid. The reactants are product, ClC1=NC(=CC2=CC=C(C=C12)C)C1=CC=CC2=CC=CC=C12 (1-chloro-7-methyl-3-(1-naphthalenyl)-isoquinoline), CN(C(C)NC)C (N,N,N'-trimethylethanediamine), C([O-])([O-])=O.[K+].[K+] (potassium carbonate), CN(C)C=O (DMF). The solvent is O (water). Product: CN(CCN(C1=NC(=CC2=CC=C(C=C12)C)C1=CC=CC2=CC=CC=C12)C)C (N,N,N'-Trimethyl-N'-(7-methyl-3-(1-naphthalenyl)-1-isoquinolinyl)-1,2-ethanediamine). The yield is 86.0%. As a reaction SMILES: Cl[C:2]1[C:11]2[C:6](=[CH:7][CH:8]=[C:9]([CH3:12])[CH:10]=2)[CH:5]=[C:4]([C:13]2[C:22]3[C:17](=[CH:18][CH:19]=[CH:20][CH:21]=3)[CH:16]=[CH:15][CH:14]=2)[N:3]=1.[CH3:23][N:24]([CH3:29])[CH:25](NC)[CH3:26].C(=O)([O-])[O-].[K+].[K+].[CH3:36][N:37](C=O)C>O>[CH3:29][N:24]([CH3:23])[CH2:25][CH2:26][N:37]([CH3:36])[C:2]1[C:11]2[C:6](=[CH:7][CH:8]=[C:9]([CH3:12])[CH:10]=2)[CH:5]=[C:4]([C:13]2[C:22]3[C:17](=[CH:18][CH:19]=[CH:20][CH:21]=3)[CH:16]=[CH:15][CH:14]=2)[N:3]=1 |f:2.3.4|. Procedure details: A mixture of the product of Example 31, Part A, 1-chloro-7-methyl-3-(1-naphthalenyl)-isoquinoline (2.00 g, 6.58 mmol), N,N,N'-trimethylethanediamine (1.7 mL, 13.4 mmol), and potassium carbonate (2.75 g, 19.9 mmol) in DMF (5 mL) was refluxed overnight. The reaction mixture was cooled to room temperature, diluted with water, and extracted with methylene chloride. The combined organic extracts were washed with water, dried, and concentrated. The residue was purified by flash chromatography with 1:1... Starting materials: BrC1=C(C(=CC=C1)N)N (3-bromobenzene-1,2-diamine), C(C)(C)(C)OC(=O)N1C(CCCC1)CC(=O)O (2-carboxymethyl-piperidine-1-carboxylic acid tert-butyl ester), solid. Yields the product BrC1=CC=CC=2NC(=NC21)CC2NCCCC2 ((RS)-4-Bromo-2-piperidin-2-ylmethyl-1H-benzimidazole). Reaction SMILES: [Br:1][C:2]1[CH:7]=[CH:6][CH:5]=[C:4]([NH2:8])[C:3]=1[NH2:9].C(OC([N:17]1[CH2:22][CH2:21][CH2:20][CH2:19][CH:18]1[CH2:23][C:24](O)=O)=O)(C)(C)C>>[Br:1][C:2]1[C:3]2[N:9]=[C:24]([CH2:23][CH:18]3[CH2:19][CH2:20][CH2:21][CH2:22][NH:17]3)[NH:8][C:4]=2[CH:5]=[CH:6][CH:7]=1. Procedure details: The title compound was prepared using the method of Description 18 from 3-bromobenzene-1,2-diamine (0.50 g, 2.7 mmol) and 2-carboxymethyl-piperidine-1-carboxylic acid tert-butyl ester (0.65 g, 2.7 mmol), as a pale brown amorphous solid (0.70 g, 88%) The reactants are C(=O)([O-])[O-].[Na+].[Na+] (Na2CO3), SC1=CC=C(C=C1)O (4-mercaptophenol), C=1(C(=CC=CC1)S(=O)(=O)O)C (toluenesulfonic acid), CC(=C)CCC (2-methyl-1-pentene). The solvent is O (water). Run at temperature 60 celsius. Product: C(CCCCC)SC1=CC=C(C=C1)O (4-(hexylthio)phenol). RXN SMILES: [SH:1][C:2]1[CH:7]=[CH:6][C:5]([OH:8])=[CH:4][CH:3]=1.[C:9]1(C)[C:10](S(O)(=O)=O)=[CH:11][CH:12]=[CH:13][CH:14]=1.CC(CCC)=C.C([O-])([O-])=O.[Na+].[Na+]>O>[CH2:11]([S:1][C:2]1[CH:7]=[CH:6][C:5]([OH:8])=[CH:4][CH:3]=1)[CH2:10][CH2:9][CH2:14][CH2:13][CH3:12] |f:3.4.5|. Procedure details: A 4-(hexylthio)phenol was prepared as follows. In a one liter flask equipped with thermometer, stirring rod and water condenser was added 126 grams of 4-mercaptophenol and 7 grams of toluenesulfonic acid. The flask contents were heated to 60° C. and 93 grams of 2-methyl-1-pentene were added over a fifty minute period. The flask contents were neutralized with 9 grams of Na2CO3 in aqueous solution and decanted. The reaction product was stripped to a pot temperature of 80° C. at 20 millimeters of m... Starting materials: C(C)(C)(C)OC(=O)N1CC2=CC=C(C=C2CC1)[N+](=O)[O-] (6-nitro-3,4-dihydro-1H-isoquinoline2-carboxylic acid tert-butyl ester). Reagents/catalysts: [Pt] (Pt-C). Run in C1CCOC1 (THF). The product is C(C)(C)(C)OC(=O)N1CC2=CC=C(C=C2CC1)N (6-Amino-3,4dihydro-1H-isoquinoline-2-carboxylic acid tert-butyl ester). The yield is 58.3%. As a reaction SMILES: [C:1]([O:5][C:6]([N:8]1[CH2:17][CH2:16][C:15]2[C:10](=[CH:11][CH:12]=[C:13]([N+:18]([O-])=O)[CH:14]=2)[CH2:9]1)=[O:7])([CH3:4])([CH3:3])[CH3:2]>C1COCC1.[Pt]>[C:1]([O:5][C:6]([N:8]1[CH2:17][CH2:16][C:15]2[C:10](=[CH:11][CH:12]=[C:13]([NH2:18])[CH:14]=2)[CH2:9]1)=[O:7])([CH3:4])([CH3:2])[CH3:3]. Reported procedure: The 6-nitro-3,4-dihydro-1H-isoquinoline2-carboxylic acid tert-butyl ester (82 mg, 0.29 mmol) in THF (2 mL) was hydrogenated with 5% Pt-C (50% water wet, 10 mg) at 50 psi for 5 hrs. The catalyst was filtered off, the solvent was removed under vacuum and the residue chromatographed on silica with ethyl acetate/hexanes to give 42 mg (57%) of the title product.